Task: describe an organic reaction: reactants, conditions, products, and yield. Dataset: the Open Reaction Database (ORD), a public repository of structured organic reaction records Reactants: ClCC(C)=O (Chloroacetone), Cl.N1(CCCC1)CC(C)N1C2=CC=CC=C2SC=2C=CC(=CC12)C(=N)N (10-[(2RS)-1-(1-pyrrolidinyl)-2-propyl]-2-phenothiazinecarboxamidine hydrochloride). The solvent is C(C)O (ethanol), ClCCCl (1,2-dichloroethane). Product: CC=1N=C(NC1)C1=CC=2N(C3=CC=CC=C3SC2C=C1)C(CN1CCCC1)C (2-(4-methyl-2-imidazolyl)-10-[(2RS)-1-(1-pyrrolidinyl)-2-propyl]phenothiazine). As a reaction SMILES: Cl[CH2:2][C:3](=O)[CH3:4].Cl.[N:7]1([CH2:12][CH:13]([N:15]2[C:28]3[CH:27]=[C:26]([C:29]([NH2:31])=[NH:30])[CH:25]=[CH:24][C:23]=3[S:22][C:21]3[C:16]2=[CH:17][CH:18]=[CH:19][CH:20]=3)[CH3:14])[CH2:11][CH2:10][CH2:9][CH2:8]1>C(O)C.ClCCCl>[CH3:4][C:3]1[N:30]=[C:29]([C:26]2[CH:25]=[CH:24][C:23]3[S:22][C:21]4[C:16](=[CH:17][CH:18]=[CH:19][CH:20]=4)[N:15]([CH:13]([CH3:14])[CH2:12][N:7]4[CH2:11][CH2:10][CH2:9][CH2:8]4)[C:28]=3[CH:27]=2)[NH:31][CH:2]=1 |f:1.2|. Procedure details: Chloroacetone (0.44 cc) and 4 A molecular sieve (1 g) are added to a solution of 10-[(2RS)-1-(1-pyrrolidinyl)-2-propyl]-2-phenothiazinecarboxamidine hydrochloride (1.76 g) in dry ethanol (17 cc). The suspension is maintained under reflux for 20 hours. After cooling, the suspension is filtered and concentrated to dryness at 40° C. under reduced pressure (30 mm Hg; 4 kPa) to give a residue which is diluted in 1,2-dichloroethane (200 cc). The organic phase is washed with distilled water (3×100 cc) ... Reactants: ClC1=C(C#N)C=CC=C1 (2-chlorobenzonitrile), CCOCC (ether), [Mg] (magnesium), CCOCC (ether), ClC1=CC=C(CBr)C=C1 (4-chlorobenzyl bromide), CCOCC (ether), CCOCC (ether). Run at temperature 34 celsius, time 3 hour. Product: ClC1=C(C=CC=C1)C(CC1=CC=C(C=C1)Cl)=O (1-(2-Chlorophenyl)-2-(4-chlorophenyl)ethanone). As a reaction SMILES: [Mg].[Cl:2][C:3]1[CH:10]=[CH:9][C:6]([CH2:7]Br)=[CH:5][CH:4]=1.[Cl:11][C:12]1[CH:19]=[CH:18][CH:17]=[CH:16][C:13]=1[C:14]#N.CC[O:22]CC>>[Cl:11][C:12]1[CH:19]=[CH:18][CH:17]=[CH:16][C:13]=1[C:14](=[O:22])[CH2:7][C:6]1[CH:9]=[CH:10][C:3]([Cl:2])=[CH:4][CH:5]=1. Procedure: To a dried three-neck round bottom flask fitted with a condenser and addition funnel was added magnesium (2.217 g, 91.2 mmol) and anhydrous ether (60 mL). A solution of 4-chlorobenzyl bromide (18.74 g, 91.2 mmol) in ether (100 mL) was added dropwise via the addition funnel at room temperature. After the addition, the reaction mixture was heated at 34° C. for 1 hour. The reaction mixture was allowed to cool to room temperature. One half of the volume of the ether solution was then added to anothe...